Dataset: the Open Reaction Database (ORD), a public repository of structured organic reaction records. Task: describe an organic reaction: reactants, conditions, products, and yield The reactants are C(C(=C)C)(=O)OCC1CO1 (glycidyl methacrylate), OC1=CC=C(C=O)C=C1 (p-hydroxybenzaldehyde), [NH4+].N(=O)N(O)C1=CC=CC=C1 (N-nitroso-phenylhydroxylamine ammonium salt). Run in N1=CC=CC=C1 (pyridine). Run at temperature 80 celsius, time 8 hour. Yields the product C(C(=C)C)(=O)OCC(COC1=CC=C(C=O)C=C1)O (p-(3-methacryloxy-2-hydroxypropyloxy)benzaldehyde). RXN SMILES: [C:1]([O:6][CH2:7][CH:8]1[O:10][CH2:9]1)(=[O:5])[C:2]([CH3:4])=[CH2:3].[OH:11][C:12]1[CH:19]=[CH:18][C:15]([CH:16]=[O:17])=[CH:14][CH:13]=1.[NH4+].N(N(C1C=CC=CC=1)O)=O>N1C=CC=CC=1>[C:1]([O:6][CH2:7][CH:8]([OH:10])[CH2:9][O:11][C:12]1[CH:19]=[CH:18][C:15]([CH:16]=[O:17])=[CH:14][CH:13]=1)(=[O:5])[C:2]([CH3:4])=[CH2:3] |f:2.3|. Reported procedure: Into a reaction vessel were placed 56 g of glycidyl methacrylate, 48 g of p-hydroxybenzaldehyde, 2 g of pyridine and 1 g of N-nitroso-phenylhydroxylamine ammonium salt and reacted with stirring in a water bath at 80° C. for 8 hrs to obtain p-(3-methacryloxy-2-hydroxypropyloxy)benzaldehyde. Starting materials: CCO, O=C(O)c1cc2c(cc1[N+](=O)[O-])OCO2. Product: Nc1cc2c(cc1C(=O)O)OCO2. As a reaction SMILES: [CH3:16][CH2:17][OH:18].[N+:1]([O-:2])(=[O:3])[c:4]1[c:5]([C:13](=[O:14])[OH:15])[cH:6][c:7]2[c:8]([cH:12]1)[O:9][CH2:10][O:11]2>>[NH2:1][c:4]1[c:5]([C:13](=[O:14])[OH:15])[cH:6][c:7]2[c:8]([cH:12]1)[O:9][CH2:10][O:11]2.